Dataset: the Open Reaction Database (ORD), a public repository of structured organic reaction records. Task: describe an organic reaction: reactants, conditions, products, and yield Run in hexanes. Procedure details: A solution of 4′-(trifluoromethyl)acetophenone (9.60 g, 50 mmol) in 25 ml of N,N-dimethylformamide dimethyl acetal (DMF-DMA) is stirred at 105 to 110° C. for 20 hrs. It is then cooled to room temperature, and diluted with hexanes. The resulting suspension is filtered, and the precipitate washed with hexanes to give 10.93 g of a yellow solid; mp 96.5-98° C.; MS (ESI) m/z 244.1 (M+H). The reactants are FC(C1=CC=C(C=C1)C(C)=O)(F)F (4′-(trifluoromethyl)acetophenone), COC(N(C)C)OC (N,N-dimethylformamide dimethyl acetal). The product is CN(/C=C/C(=O)C1=CC=C(C=C1)C(F)(F)F)C ((2E)-3-(dimethylamino)-1-[4-(trifluoromethyl)phenyl]prop-2-en-1-one). As a reaction SMILES: [F:1][C:2]([F:13])([F:12])[C:3]1[CH:8]=[CH:7][C:6]([C:9](=[O:11])[CH3:10])=[CH:5][CH:4]=1.CO[CH:16](OC)[N:17]([CH3:19])[CH3:18]>>[CH3:16][N:17]([CH3:19])/[CH:18]=[CH:10]/[C:9]([C:6]1[CH:5]=[CH:4][C:3]([C:2]([F:12])([F:13])[F:1])=[CH:8][CH:7]=1)=[O:11]. The reactants are CC(C)S(=O)(=O)Cl, Cn1c(C#N)ccc1-c1ccc(N)cc1F, O, c1ccncc1. As a reaction SMILES: [CH:17]([CH3:18])([CH3:19])[S:20](=[O:21])(=[O:22])[Cl:23].[NH2:1][c:2]1[cH:3][c:4]([F:16])[c:5](-[c:8]2[cH:9][cH:10][c:11]([C:14]#[N:15])[n:12]2[CH3:13])[cH:6][cH:7]1.[OH2:30].[cH:24]1[cH:25][cH:26][n:27][cH:28][cH:29]1>>[NH:1]([c:2]1[cH:3][c:4]([F:16])[c:5](-[c:8]2[cH:9][cH:10][c:11]([C:14]#[N:15])[n:12]2[CH3:13])[cH:6][cH:7]1)[S:20]([CH:17]([CH3:18])[CH3:19])(=[O:21])=[O:22]. Yields the product CC(C)S(=O)(=O)Nc1ccc(-c2ccc(C#N)n2C)c(F)c1. Reactants: COC1=C(CNC2=NC=CC=N2)C=CC(=C1)OC ((2,4-dimethoxybenzyl)-pyrimidin-2-yl-amine), solution, C[Si](C)(C)[N-][Si](C)(C)C.[Li+] (lithium bis(trimethylsilyl)amide), ClC=1C=C(C(=CC1F)F)S(=O)(=O)Cl (3-chloro-4,6-difluorobenzenesulfonyl chloride). The solvent is O1CCCC1 (tetrahydrofuran), O1CCCC1 (tetrahydrofuran), O1CCCC1 (tetrahydrofuran). Run at temperature 0 celsius, time 24 hour. Product: ClC=1C(=CC(=C(C1)S(=O)(=O)N(C1=NC=CC=N1)CC1=C(C=C(C=C1)OC)OC)F)F (5-Chloro-N-(2,4-dimethoxybenzyl)-2,4-difluoro-N-pyrimidin-2-yl-benzenesulfonamide). Yield: 19.0%. RXN SMILES: [CH3:1][O:2][C:3]1[CH:16]=[C:15]([O:17][CH3:18])[CH:14]=[CH:13][C:4]=1[CH2:5][NH:6][C:7]1[N:12]=[CH:11][CH:10]=[CH:9][N:8]=1.C[Si]([N-][Si](C)(C)C)(C)C.[Li+].[Cl:29][C:30]1[CH:31]=[C:32]([S:38](Cl)(=[O:40])=[O:39])[C:33]([F:37])=[CH:34][C:35]=1[F:36]>O1CCCC1>[Cl:29][C:30]1[C:35]([F:36])=[CH:34][C:33]([F:37])=[C:32]([S:38]([N:6]([CH2:5][C:4]2[CH:13]=[CH:14][C:15]([O:17][CH3:18])=[CH:16][C:3]=2[O:2][CH3:1])[C:7]2[N:8]=[CH:9][CH:10]=[CH:11][N:12]=2)(=[O:40])=[O:39])[CH:31]=1 |f:1.2|. Reported procedure: A solution of (2,4-dimethoxybenzyl)-pyrimidin-2-yl-amine (Preparation 12, 736 mg, 3 mmol) in anhydrous tetrahydrofuran (20 mL) was cooled to −78° C. before the addition of a 1M solution of lithium bis(trimethylsilyl)amide in tetrahydrofuran (3.30 mL, 3.30 mmol). The reaction was allowed to warm to 0° C. for 30 minutes before cooling again to −78° C. The resulting solution was added to a solution of 3-chloro-4,6-difluorobenzenesulfonyl chloride (890 mg, 3.6 mmol) in tetrahydrofuran (10 mL) at −78...